The task is: describe an organic reaction: reactants, conditions, products, and yield. This data is from the Open Reaction Database (ORD), a public repository of structured organic reaction records. Starting materials: N[C@H](C(=O)N1CCN(CC1)C1=C(C=CC=C1)NS(=O)(=O)C)CC1=CC=C(C=C1)Cl ((2S)-2-amino-3-(4-chlorophenyl)-1-(4-{2-[(methylsulfonyl)amino]phenyl}-piperazinyl)propan-1-one), CCN=C=NCCCN(C)C.CI (1-(3-dimethylaminopropyl)-3-ethylcarbodiimide methiodide), C1=CC2=C(N=C1)N(N=N2)O (HOAT), XIX, N1([C@@H](CC2=CC=CC=C2C1)C(=O)O)C(=O)OC(C)(C)C (Boc-L-Tic-OH). The solvent is CN(C)C=O (DMF). Yields the product ClC1=CC=C(C=C1)C[C@@H](C(=O)N1CCN(CC1)C1=C(C=CC=C1)NS(=O)(=O)C)NC(=O)[C@H]1N(CC2=CC=CC=C2C1)C(=O)OC(C)(C)C (tert-Butyl (3S)-3-(N-[(1S)-1-[(4-chlorophenyl)methyl]-2-(4-{2-[(methylsulfonyl)amino]phenyl}piperazinyl)-2-oxoethyl]carbamoyl)-1,2,3,4-tetrahydroisoquinoline-2-carboxylate). As a reaction SMILES: [NH2:1][C@@H:2]([CH2:22][C:23]1[CH:28]=[CH:27][C:26]([Cl:29])=[CH:25][CH:24]=1)[C:3]([N:5]1[CH2:10][CH2:9][N:8]([C:11]2[CH:16]=[CH:15][CH:14]=[CH:13][C:12]=2[NH:17][S:18]([CH3:21])(=[O:20])=[O:19])[CH2:7][CH2:6]1)=[O:4].[N:30]1([C:43]([O:45][C:46]([CH3:49])([CH3:48])[CH3:47])=[O:44])[CH2:39][C:38]2[C:33](=[CH:34][CH:35]=[CH:36][CH:37]=2)[CH2:32][C@H:31]1[C:40](O)=[O:41].CCN=C=NCCCN(C)C.CI.C1C=NC2N(O)N=NC=2C=1>CN(C=O)C>[Cl:29][C:26]1[CH:25]=[CH:24][C:23]([CH2:22][C@H:2]([NH:1][C:40]([C@@H:31]2[CH2:32][C:33]3[C:38](=[CH:37][CH:36]=[CH:35][CH:34]=3)[CH2:39][N:30]2[C:43]([O:45][C:46]([CH3:49])([CH3:48])[CH3:47])=[O:44])=[O:41])[C:3]([N:5]2[CH2:6][CH2:7][N:8]([C:11]3[CH:16]=[CH:15][CH:14]=[CH:13][C:12]=3[NH:17][S:18]([CH3:21])(=[O:19])=[O:20])[CH2:9][CH2:10]2)=[O:4])=[CH:28][CH:27]=1 |f:2.3|. Procedure: tert-Butyl (3S)-3-(N-[(1S)-1-[(4-chlorophenyl)methyl]-2-(4-{2-[(methylsulfonyl)amino]phenyl}piperazinyl)-2-oxoethyl]carbamoyl)-1,2,3,4-tetrahydroisoquinoline-2-carboxylate was prepared from (2S)-2-amino-3-(4-chlorophenyl)-1-(4-{2-[(methylsulfonyl)amino]phenyl}-piperazinyl)propan-1-one (Step 2) (380 mg, 0.87 mmol), according to the procedure for Preparation XIX using Boc-L-Tic-OH (250 mg, 0.91 mmol), 1-(3-dimethylaminopropyl)-3-ethylcarbodiimide methiodide (540 mg, 1.8 mmol), HOAT (140 mg, 1.0 mm... Reactants: C([O-])([O-])=O.[K+].[K+] (potassium carbonate), C(CCC)N (n-butylamine), C1=C(C=CC2=CC=CC=C12)OCCCCCl (4-(2-naphthyloxy)-1-chlorobutane). Solvent: CS(=O)C (DMSO), O (water). Reaction conditions: temperature 140 celsius. Product: C(CCC)NCCCCOC1=CC2=CC=CC=C2C=C1 (N-(n-butyl)-(4-(naphthalen-2-yloxy)butyl)amine). As a reaction SMILES: C(=O)([O-])[O-].[K+].[K+].[CH2:7]([NH2:11])[CH2:8][CH2:9][CH3:10].[CH:12]1[C:21]2[C:16](=[CH:17][CH:18]=[CH:19][CH:20]=2)[CH:15]=[CH:14][C:13]=1[O:22][CH2:23][CH2:24][CH2:25][CH2:26]Cl>CS(C)=O.O>[CH2:7]([NH:11][CH2:26][CH2:25][CH2:24][CH2:23][O:22][C:13]1[CH:14]=[CH:15][C:16]2[C:21](=[CH:20][CH:19]=[CH:18][CH:17]=2)[CH:12]=1)[CH2:8][CH2:9][CH3:10] |f:0.1.2|. Procedure details: A mixture of anhydrous potassium carbonate (10 gm, in excess) and n-butylamine (0.32 ml, 0.003 mole) was taken in dry DMSO (40 ml). Now 4-(2-naphthyloxy)-1-chlorobutane (0.5 gm, 0.002 mole) was added in it. Reaction mixture was refluxed at 140° C. for 8 hrs and the reaction was completed as checked by TLC. Reaction mixture was poured in distilled water (60 ml) and extracted with ethyl acetate thrice. The organic layer was separated and concentrated to oily compound which was later crystallized b... The reactants are O[C@@H]1CN(CC1)C(=O)OC(C)(C)C (tert-butyl (3S)-3-hydroxypyrrolidine-1-carboxylate), OC[C@H]1N(CCC1)C(=O)OC(C)(C)C (tert-butyl (2S)-2-(hydroxymethyl)pyrrolidine-1-carboxylate), ClC=1C=CC(=NC1)COC1=CC(N(C=C1)C1=CC=C(C=C1)O[C@H]1CN(CC1)C(=O)OC(C)(C)C)=O (4-[(5-chloro-2-pyridinyl)methoxy]-1-(4-{[(3R)-1-(tert-butoxycarbonyl)-3-pyrrolidinyl]oxy}phenyl)-1H-pyridin-2-one). The product is ClC=1C=CC(=NC1)COC1=CC(N(C=C1)C1=CC=C(C=C1)OC[C@H]1NCCC1)=O (4-[(5-Chloro-2-pyridinyl)methoxy]-1-(4-{[(2S)-2-pyrrolidinyl]methoxy}phenyl)-1H-pyridin-2-one). RXN SMILES: O[C@H:2]1[CH2:6][CH2:5][N:4](C(OC(C)(C)C)=O)[CH2:3]1.OC[C@@H]1CCCN1C(OC(C)(C)C)=O.[Cl:28][C:29]1[CH:30]=[CH:31][C:32]([CH2:35][O:36][C:37]2[CH:42]=[CH:41][N:40]([C:43]3[CH:48]=[CH:47][C:46]([O:49][C@@H:50]4CCN(C(OC(C)(C)C)=O)C4)=[CH:45][CH:44]=3)[C:39](=[O:62])[CH:38]=2)=[N:33][CH:34]=1>>[Cl:28][C:29]1[CH:30]=[CH:31][C:32]([CH2:35][O:36][C:37]2[CH:42]=[CH:41][N:40]([C:43]3[CH:44]=[CH:45][C:46]([O:49][CH2:50][C@@H:3]4[CH2:2][CH2:6][CH2:5][NH:4]4)=[CH:47][CH:48]=3)[C:39](=[O:62])[CH:38]=2)=[N:33][CH:34]=1. Procedure: Example 120 was repeated except that tert-butyl (3S)-3-hydroxypyrrolidine-1-carboxylate was replaced with tert-butyl (2S)-2-(hydroxymethyl)pyrrolidine-1-carboxylate. The resulting compound was used in placed of 4-[(5-chloro-2-pyridinyl)methoxy]-1-(4-{[(3R)-1-(tert-butoxycarbonyl)-3-pyrrolidinyl]oxy}phenyl)-1H-pyridin-2-one which was used in Example 121. Otherwise repeating Example 121, the title compound was obtained. The reactants are C(C1=CC=CC=C1)C1=C(CBr)C=CC=C1 (2-benzylbenzyl bromide), C(=O)(OC)C1=C2C=3C(CCCC3NC2=CC=C1)=O (5-carbomethoxy-1,2-dihydro-9H-carbazol-4(3H)-one), resultant mixture. Solvent: C(C)(=O)OCC (ethyl acetate), Cl (HCl), CN(C)C=O (DMF). Run at time 3 minute. Product: C(C1=CC=CC=C1)C1=C(C=CC=C1)CN1C2=CC=CC(=C2C=2C(CCCC12)=O)C(=O)OC (9-[(2-benzylphenyl)methyl]-5-carbomethoxy-1,2-dihydrocarbazol-4(3H)-one). Yield: 36.5%. As a reaction SMILES: [C:1]([C:5]1[CH:17]=[CH:16][CH:15]=[C:14]2[C:6]=1[C:7]1[C:8](=[O:18])[CH2:9][CH2:10][CH2:11][C:12]=1[NH:13]2)([O:3][CH3:4])=[O:2].[CH2:19]([C:26]1[CH:33]=[CH:32][CH:31]=[CH:30][C:27]=1[CH2:28]Br)[C:20]1[CH:25]=[CH:24][CH:23]=[CH:22][CH:21]=1>CN(C=O)C.C(OCC)(=O)C.Cl>[CH2:19]([C:26]1[CH:33]=[CH:32][CH:31]=[CH:30][C:27]=1[CH2:28][N:13]1[C:12]2[CH2:11][CH2:10][CH2:9][C:8](=[O:18])[C:7]=2[C:6]2[C:14]1=[CH:15][CH:16]=[CH:17][C:5]=2[C:1]([O:3][CH3:4])=[O:2])[C:20]1[CH:25]=[CH:24][CH:23]=[CH:22][CH:21]=1. Procedure details: 40% Methanolic Triton B (0.95 mL, 2.1 mM) was slowly added dropwise to a solution of 5-carbomethoxy-1,2-dihydro-9H-carbazol-4(3H)-one (510 mg, 2.1 mM) in 30 mL of DMF at −10° C. After 3 minutes, 2-benzylbenzyl bromide (548 mg, 2.1 mM) was added and the resultant mixture stirred at room temperature for 6 hours. The mixture was diluted with ethyl acetate and 1 N HCl, washed twice with H2O, once with saturated brine, dried over anhydrous magnesium sulfate, filtered, concentrated, and dried in vacuo... The reactants are [OH-].[Na+] (sodium hydroxide), S(=O)(=O)(O)O.C(C)(C)NC(=N)N (isopropylguanidine sulfate), S(=O)(=O)([O-])[O-].[Na+].[Na+] (sodium sulfate), COC=1C=C(C=CC1)CC(=O)Cl (3-methoxyphenylacetyl chloride). Solvent: CC(=O)C (acetone), CC(=O)C (acetone). Conditions: time 1 hour. Product: Cl.COC=1C=C(C=CC1)CC(=O)NC(=N)NC(C)C (1-(3-Methoxyphenylacetyl)-3-Isopropylguanidine Hydrochloride). As a reaction SMILES: [OH-].[Na+].S(O)(O)(=O)=O.[CH:8]([NH:11][C:12]([NH2:14])=[NH:13])([CH3:10])[CH3:9].S([O-])([O-])(=O)=O.[Na+].[Na+].[CH3:22][O:23][C:24]1[CH:25]=[C:26]([CH2:30][C:31]([Cl:33])=[O:32])[CH:27]=[CH:28][CH:29]=1>CC(C)=O>[ClH:33].[CH3:22][O:23][C:24]1[CH:25]=[C:26]([CH2:30][C:31]([NH:13][C:12]([NH:11][CH:8]([CH3:10])[CH3:9])=[NH:14])=[O:32])[CH:27]=[CH:28][CH:29]=1 |f:0.1,2.3,4.5.6,9.10|. Reported procedure: 8.80 g of a 50% aqueous sodium hydroxide solution, isopropylguanidine sulfate (16.52 g), and 100 ml of acetone are stirred for 21/2 hrs at RT. The resulting mixture is then treated with anhydrous sodium sulfate (6.0 g) and stirring continued for 1 hr. A solution of 3-methoxyphenylacetyl chloride in 50 ml acetone is added to the mixture dropwise and the reaction mixture stirred at RT over the weekend. The mixture is filtered and the filtrate diluted with 100 ml of saturated aqueous sodium bicarbo... Starting materials: C1=C(C=CC2=CC=CC=C12)OCC=1C=C(C=CC1)[N+](=O)[O-] (3-(naphth-2-yloxymethyl)nitrobenzene), C(Cl)Cl (methylene chloride). Reagents/catalysts: [Fe] (iron). Solvent: O (water), C(C)(=O)O (acetic acid). Product: Cl.C1=C(C=CC2=CC=CC=C12)OCC=1C=C(N)C=CC1 (3-(naphth-2-yloxymethyl)aniline hydrochloride). Reaction SMILES: [CH:1]1[C:10]2[C:5](=[CH:6][CH:7]=[CH:8][CH:9]=2)[CH:4]=[CH:3][C:2]=1[O:11][CH2:12][C:13]1[CH:14]=[C:15]([N+:19]([O-])=O)[CH:16]=[CH:17][CH:18]=1.C(Cl)[Cl:23]>O.C(O)(=O)C.[Fe]>[ClH:23].[CH:1]1[C:10]2[C:5](=[CH:6][CH:7]=[CH:8][CH:9]=2)[CH:4]=[CH:3][C:2]=1[O:11][CH2:12][C:13]1[CH:14]=[C:15]([CH:16]=[CH:17][CH:18]=1)[NH2:19] |f:5.6|. Procedure details: Under a nitrogen atmosphere, a stirred mixture of 4.5 grams (0.016 mole) 3-(naphth-2-yloxymethyl)nitrobenzene and 4.5 grams (0.081 mole) of iron powder in 10 mL of water and 50 mL of acetic acid was heated at reflux for about six hours. After this time the reaction mixture was cooled to ambient temperature, and 100 mL of methylene chloride was added. The mixture was filtered, and an additional 100 mL of methylene chloride was added to the filtrate. The methylene chloride layer was separated and ...